The task is: describe an organic reaction: reactants, conditions, products, and yield. This data is from the Open Reaction Database (ORD), a public repository of structured organic reaction records. Reactants: BrCC=1C(=C(C(=O)OC)C(=CC1)F)F (methyl 3-(bromomethyl)-2,6-difluorobenzoate), N1(CCNCC1)C(=O)OC(C)(C)C (tert-butyl piperazine-1-carboxylate), C(=O)([O-])[O-].[K+].[K+] (K2CO3). Solvent: CN(C)C=O (DMF), CCOC(=O)C (EtOAc). Reaction conditions: time 8 hour. The product is EtOAc hexanes, FC1=C(CN2CCN(CC2)C(=O)OC(C)(C)C)C=CC(=C1C(=O)OC)F (tert-butyl 4-(2,4-difluoro-3-(methoxycarbonyl)benzyl)piperazine-1-carboxylate). The yield is 41.4%. As a reaction SMILES: Br[CH2:2][C:3]1[C:4]([F:14])=[C:5]([C:10]([F:13])=[CH:11][CH:12]=1)[C:6]([O:8][CH3:9])=[O:7].[N:15]1([C:21]([O:23][C:24]([CH3:27])([CH3:26])[CH3:25])=[O:22])[CH2:20][CH2:19][NH:18][CH2:17][CH2:16]1.C([O-])([O-])=O.[K+].[K+]>CN(C=O)C.CCOC(C)=O>[F:14][C:4]1[C:5]([C:6]([O:8][CH3:9])=[O:7])=[C:10]([F:13])[CH:11]=[CH:12][C:3]=1[CH2:2][N:18]1[CH2:17][CH2:16][N:15]([C:21]([O:23][C:24]([CH3:27])([CH3:26])[CH3:25])=[O:22])[CH2:20][CH2:19]1 |f:2.3.4|. Reported procedure: To a room temperature solution of methyl 3-(bromomethyl)-2,6-difluorobenzoate (14.24 g, nominally 51.2 mmol, 1.0 equiv) and tert-butyl piperazine-1-carboxylate (9.1 g, 50.24 mmol, 1.0 equiv) in DMF (50 mL) was added K2CO3 (27.8 g, 201 mmol, 4.0 equiv) as a solid. The resulting mixture was allowed to stir overnight. The reaction mixture was diluted with EtOAc and washed repeatedly with H2O. The combined aqueous layers were washed once with EtOAc, and the combined organic layers were washed once w... Starting materials: Br/C=C/[C@@H](C)CC/C=C(C)/C, ClC(c1cccc(OC)c1)C. The reagents and catalysts are [Na+].[I-], Cl[Ni]Cl.COCCOC, C1(C2(C3=N[C@H](c4ccccc4C5)[C@H]5O3)CC2)=N[C@H]6[C@H](Cc7ccccc76)O1. Run in CC(N(C)C)=O. Run at temperature 0 celsius, time 3.25 hour. Yields the product C[C@H](CC/C=C(C)/C)/C=C/[C@@H](C)c1cc(OC)ccc1. Isolated yield 53.0%. Reactants: [BH4-], [Br-], CC(=O)c1ccc(-c2ccc(F)cc2F)cc1, CCOC(C[Mg+])OCC, CCO, [Na+]. Product: CC(O)(CCO)c1ccc(-c2ccc(F)cc2F)cc1. RXN SMILES: [BH4-:28].[Br-:18].[C:1]([CH3:2])(=[O:3])[c:4]1[cH:5][cH:6][c:7](-[c:10]2[c:11]([F:17])[cH:12][c:13]([F:16])[cH:14][cH:15]2)[cH:8][cH:9]1.[CH2:19]([O:20][CH:21]([O:22][CH2:23][CH3:24])[CH2:25][Mg+:26])[CH3:27].[CH3:30][CH2:31][OH:32].[Na+:29]>>[C:1]([CH3:2])([OH:3])([c:4]1[cH:5][cH:6][c:7](-[c:10]2[c:11]([F:17])[cH:12][c:13]([F:16])[cH:14][cH:15]2)[cH:8][cH:9]1)[CH2:30][CH2:31][OH:32]. Reactants: ClCCl, CC1(C)c2cc(OS(C)(=O)=O)ccc2OC1O, O=S(Cl)Cl, c1ccncc1. Yields the product CC1(C)c2cc(OS(C)(=O)=O)ccc2OC1Cl. Reaction SMILES: [CH2:28]([Cl:29])[Cl:30].[CH3:5][S:6](=[O:7])(=[O:8])[O:9][c:10]1[cH:11][cH:12][c:13]2[c:14]([cH:21]1)[C:15]([CH3:19])([CH3:20])[CH:16]([OH:18])[O:17]2.[S:1]([Cl:2])([Cl:3])=[O:4].[cH:22]1[cH:23][cH:24][n:25][cH:26][cH:27]1>>[Cl:3][CH:16]1[C:15]([CH3:19])([CH3:20])[c:14]2[c:13]([cH:12][cH:11][c:10]([O:9][S:6]([CH3:5])(=[O:7])=[O:8])[cH:21]2)[O:17]1. The reactants are COc1ccccc1Oc1c(Cl)ncnc1NS(=O)(=O)c1ccc(C(C)(C)C)cc1, OCC#CCO, CN1CCCN(C)C1=O, [H-], [Na+], CN(C)C=O. Yields the product COc1ccccc1Oc1c(NS(=O)(=O)c2ccc(C(C)(C)C)cc2)ncnc1OCC#CCO. As a reaction SMILES: [C:18]([CH3:19])([CH3:20])([CH3:21])[c:22]1[cH:23][cH:24][c:25]([S:28](=[O:29])(=[O:30])[NH:31][c:32]2[n:33][cH:34][n:35][c:36]([Cl:47])[c:37]2[O:38][c:39]2[c:40]([O:45][CH3:46])[cH:41][cH:42][cH:43][cH:44]2)[cH:26][cH:27]1.[CH2:12]([C:13]#[C:14][CH2:15][OH:16])[OH:17].[CH3:3][N:4]1[CH2:5][CH2:6][CH2:7][N:8]([CH3:9])[C:10]1=[O:11].[H-:1].[Na+:2].[O:48]=[CH:49][N:50]([CH3:51])[CH3:52]>>[CH2:12]([C:13]#[C:14][CH2:15][O:16][c:36]1[n:35][cH:34][n:33][c:32]([NH:31][S:28]([c:25]2[cH:24][cH:23][c:22]([C:18]([CH3:19])([CH3:20])[CH3:21])[cH:27][cH:26]2)(=[O:29])=[O:30])[c:37]1[O:38][c:39]1[c:40]([O:45][CH3:46])[cH:41][cH:42][cH:43][cH:44]1)[OH:17]. Starting materials: Cc1cc(CCC(=O)c2cc(-c3ccccc3)c(C)s2)cc(C)c1OCC1CO1, CO, N. Yields the product Cc1cc(CCC(=O)c2cc(-c3ccccc3)c(C)s2)cc(C)c1OCC(O)CN. As a reaction SMILES: [CH3:1][c:2]1[cH:3][c:4]([CH2:14][CH2:15][C:16](=[O:17])[c:18]2[s:19][c:20]([CH3:29])[c:21](-[c:23]3[cH:24][cH:25][cH:26][cH:27][cH:28]3)[cH:22]2)[cH:5][c:6]([CH3:13])[c:7]1[O:8][CH2:9][CH:10]1[O:11][CH2:12]1.[CH3:31][OH:32].[NH3:30]>>[CH3:1][c:2]1[cH:3][c:4]([CH2:14][CH2:15][C:16](=[O:17])[c:18]2[s:19][c:20]([CH3:29])[c:21](-[c:23]3[cH:24][cH:25][cH:26][cH:27][cH:28]3)[cH:22]2)[cH:5][c:6]([CH3:13])[c:7]1[O:8][CH2:9][CH:10]([OH:11])[CH2:12][NH2:30].